Dataset: the Open Reaction Database (ORD), a public repository of structured organic reaction records. Task: describe an organic reaction: reactants, conditions, products, and yield Starting materials: C(=O)(OC(C)(C)C)N1CCC(CC1)CC=1C=C(C=CC1)CCC(=O)OC (Methyl 3-[3-(N-BOC-Piperidin-4-ylmethyl)phenyl]propionate), [OH-].[Na+] (NaOH), OS(=O)(=O)[O-].[K+] (KHSO4). Run in CO (CH3OH). Yields the product C(=O)(OC(C)(C)C)N1CCC(CC1)CC=1C=C(C=CC1)CCC(=O)O (3-[3-(N-BOC-piperidin-4-ylmethyl)phenyl]propionic Acid). As a reaction SMILES: [C:1]([N:8]1[CH2:13][CH2:12][CH:11]([CH2:14][C:15]2[CH:16]=[C:17]([CH2:21][CH2:22][C:23]([O:25]C)=[O:24])[CH:18]=[CH:19][CH:20]=2)[CH2:10][CH2:9]1)([O:3][C:4]([CH3:7])([CH3:6])[CH3:5])=[O:2].[OH-].[Na+].OS([O-])(=O)=O.[K+]>CO>[C:1]([N:8]1[CH2:13][CH2:12][CH:11]([CH2:14][C:15]2[CH:16]=[C:17]([CH2:21][CH2:22][C:23]([OH:25])=[O:24])[CH:18]=[CH:19][CH:20]=2)[CH2:10][CH2:9]1)([O:3][C:4]([CH3:6])([CH3:5])[CH3:7])=[O:2] |f:1.2,3.4|. Procedure: A solution of 11-6 (290 mg, 0.80 mmoles), 1N NaOH (3 mL), and CH3OH (4 mL) was stirred at ambient temperature for 1.0 hour. The reaction was then acidified with 10% KHSO4 and extracted with EtOAc. The EtOAc portion was then washed with brine, dried (MgSO4), and concentrated to give 11-7 as a yellow oil. Rf 0.58 (silica, 10.5:0.5 CH2Cl2 /CH3OH/HOAc). Starting materials: BrC=1C=C(C(=O)N[C@@H](C(=O)N2CC([C@@](CC2)(O)C2=CC=C(C=C2)Cl)(C)C)C(C)C)C=CC1 (3-Bromo-N-((R)-1-((S)-4-(4-chlorophenyl)-4-hydroxy-3,3-dimethylpiperidin-1-yl)-3-methyl-1-oxobutan-2-yl)benzamide), COC(=O)C1=CC=C(C=C1)B(O)O (4-(methoxycarbonyl)phenylboronic acid), C([O-])([O-])=O.[Cs+].[Cs+] (cesium carbonate). The reagents and catalysts are C(C)(=O)[O-].[Pd+2].C(C)(=O)[O-] (palladium(II) acetate). The solvent is CCOC(=O)C (EtOAc), CN(C)C=O (DMF). Run at temperature 60 celsius. Product: ClC1=CC=C(C=C1)[C@@]1(C(CN(CC1)C([C@@H](C(C)C)NC(=O)C=1C=C(C=CC1)C1=CC=C(C=C1)C(=O)OC)=O)(C)C)O (methyl 3′-((R)-1-((S)-4-(4-chlorophenyl)-4-hydroxy-3,3-dimethylpiperidin-1-yl)-3-methyl-1-oxobutan-2-ylcarbamoyl)biphenyl-4-carboxylate). Isolated yield 79.2%. As a reaction SMILES: Br[C:2]1[CH:3]=[C:4]([CH:30]=[CH:31][CH:32]=1)[C:5]([NH:7][C@H:8]([CH:27]([CH3:29])[CH3:28])[C:9]([N:11]1[CH2:16][CH2:15][C@@:14]([C:18]2[CH:23]=[CH:22][C:21]([Cl:24])=[CH:20][CH:19]=2)([OH:17])[C:13]([CH3:26])([CH3:25])[CH2:12]1)=[O:10])=[O:6].[CH3:33][O:34][C:35]([C:37]1[CH:42]=[CH:41][C:40](B(O)O)=[CH:39][CH:38]=1)=[O:36].C(=O)([O-])[O-].[Cs+].[Cs+]>CN(C=O)C.CCOC(C)=O.C([O-])(=O)C.[Pd+2].C([O-])(=O)C>[Cl:24][C:21]1[CH:22]=[CH:23][C:18]([C@@:14]2([OH:17])[CH2:15][CH2:16][N:11]([C:9](=[O:10])[C@H:8]([NH:7][C:5]([C:4]3[CH:3]=[C:2]([C:40]4[CH:41]=[CH:42][C:37]([C:35]([O:34][CH3:33])=[O:36])=[CH:38][CH:39]=4)[CH:32]=[CH:31][CH:30]=3)=[O:6])[CH:27]([CH3:29])[CH3:28])[CH2:12][C:13]2([CH3:26])[CH3:25])=[CH:19][CH:20]=1 |f:2.3.4,7.8.9|. Procedure details: 3-Bromo-N-((R)-1-((S)-4-(4-chlorophenyl)-4-hydroxy-3,3-dimethylpiperidin-1-yl)-3-methyl-1-oxobutan-2-yl)benzamide (50 mg, 0.096 mmol), 4-(methoxycarbonyl)phenylboronic acid (17 mg, 0.096 mmol), 1.5M cesium carbonate (0.192 ml, 0.287 mmol) and palladium(II) acetate (1.08 mg, 4.79 μmol) were dissolved in DMF (3 mL) in a microwave tube at 25° C. then heated at 60° C. for 30 minutes. The reaction was diluted with EtOAc then washed with water (4×). The organic layer was dried (sodium sulfate) and con... Reactants: C=CC[Mg+], CC(C)=CCCC(C)=CCCl, COC(=O)CC(CCC=C(C)CCC=C(C)C)C1CO1, [Cl-], [Cl-], [NH4+]. Product: C=CCCC=C(C)CCC=C(C)C. RXN SMILES: [CH2:22]([Mg+:23])[CH:24]=[CH2:25].[CH2:26]([Cl:27])[CH:28]=[C:29]([CH2:30][CH2:31][CH:32]=[C:33]([CH3:34])[CH3:35])[CH3:36].[CH3:1][O:2][C:3]([CH2:5][CH:6]([CH:4]1[CH2:18][O:19]1)[CH2:7][CH2:8][CH:9]=[C:10]([CH2:11][CH2:12][CH:13]=[C:14]([CH3:15])[CH3:16])[CH3:17])=[O:20].[Cl-:21].[Cl-:37].[NH4+:38]>>[CH2:5]=[CH:6][CH2:7][CH2:8][CH:9]=[C:10]([CH2:11][CH2:12][CH:13]=[C:14]([CH3:15])[CH3:16])[CH3:17]. The reactants are CC(C)(C)[Si](C)(C)N1C(=O)CC1CC(O)CC(=O)OCc1ccccc1, ClCCl, c1ccncc1. Product: CC(C)(C)[Si](C)(C)N1C(=O)CC1CC(=O)CC(=O)OCc1ccccc1. RXN SMILES: [C:7]([CH3:8])([CH3:9])([CH3:10])[Si:11]([N:12]1[C:13](=[O:30])[CH2:14][CH:15]1[CH2:16][CH:17]([CH2:18][C:19](=[O:20])[O:21][CH2:22][c:23]1[cH:24][cH:25][cH:26][cH:27][cH:28]1)[OH:29])([CH3:31])[CH3:32].[Cl:33][CH2:34][Cl:35].[cH:1]1[cH:2][cH:3][n:4][cH:5][cH:6]1>>[C:7]([CH3:8])([CH3:9])([CH3:10])[Si:11]([N:12]1[C:13](=[O:30])[CH2:14][CH:15]1[CH2:16][C:17]([CH2:18][C:19](=[O:20])[O:21][CH2:22][c:23]1[cH:24][cH:25][cH:26][cH:27][cH:28]1)=[O:29])([CH3:31])[CH3:32]. The reactants are ClC1=C(C=C(C(=O)Cl)C=C1)S(N)(=O)=O (4-chloro-3-sulfamoylbenzoyl chloride), C(C)C1=CC2=C(O1)C=CC(=C2)C (2-ethyl-5-methylbenzo[b]furan), [Cl-].[Al+3].[Cl-].[Cl-] (aluminum chloride). Solvent: CO (methanol). Yields the product C(C)C1=C(C2=C(O1)C=CC(=C2)C)C(C2=CC(=C(C=C2)Cl)S(N)(=O)=O)=O (2-Ethyl-3-(4-chloro-3-sulfamoylbenzoyl)-5-methyl-benzo[b]furan). Reaction SMILES: [Cl:1][C:2]1[CH:10]=[CH:9][C:5]([C:6](Cl)=[O:7])=[CH:4][C:3]=1[S:11](=[O:14])(=[O:13])[NH2:12].[CH2:15]([C:17]1[O:21][C:20]2[CH:22]=[CH:23][C:24]([CH3:26])=[CH:25][C:19]=2[CH:18]=1)[CH3:16].[Cl-].[Al+3].[Cl-].[Cl-]>CO>[CH2:15]([C:17]1[O:21][C:20]2[CH:22]=[CH:23][C:24]([CH3:26])=[CH:25][C:19]=2[C:18]=1[C:6](=[O:7])[C:5]1[CH:9]=[CH:10][C:2]([Cl:1])=[C:3]([S:11](=[O:14])(=[O:13])[NH2:12])[CH:4]=1)[CH3:16] |f:2.3.4.5|. Procedure: is obtained as described in Example 1 from 10 g 4-chloro-3-sulfamoylbenzoyl chloride and 6.2 g 2-ethyl-5-methylbenzo[b]furan in the presence of 11.4 g aluminum chloride. Colorless crystals, m.p. 147°-150° C. (from methanol). Starting materials: ClC1=C(C(=CC(=C1)C(F)(F)F)Cl)N1C=NC=C1N (1-(2,6-dichloro-4-trifluoromethylphenyl)-5-aminoimidazole), FC(SCl)(F)F (trifluoromethanesulfenyl chloride), O (Water). Solvent: C(Cl)Cl (methylene chloride). Run at temperature 0 celsius, time 4 hour. The product is ClC1=C(C(=CC(=C1)C(F)(F)F)Cl)N1C=NC(=C1N)SC(F)(F)F (1-(2,6-dichloro-4-trifluoromethylphenyl)-5-amino-4-trifluoromethylsulfenylimidazole). The yield is 56.9%. As a reaction SMILES: [Cl:1][C:2]1[CH:7]=[C:6]([C:8]([F:11])([F:10])[F:9])[CH:5]=[C:4]([Cl:12])[C:3]=1[N:13]1[C:17]([NH2:18])=[CH:16][N:15]=[CH:14]1.[F:19][C:20]([F:24])([F:23])[S:21]Cl.O>C(Cl)Cl>[Cl:12][C:4]1[CH:5]=[C:6]([C:8]([F:10])([F:11])[F:9])[CH:7]=[C:2]([Cl:1])[C:3]=1[N:13]1[C:17]([NH2:18])=[C:16]([S:21][C:20]([F:24])([F:23])[F:19])[N:15]=[CH:14]1. Procedure details: To a solution of 4.8 g (14.91 mmole) of 1-(2,6-dichloro-4-trifluoromethylphenyl)-5-aminoimidazole in 400 ml of methylene chloride was added 1.3 ml (14.91 mmole) of trifluoromethanesulfenyl chloride at 0° C. The mixture was stirred at 0° C. for 4 h and then at RT for 15 h. Water was added and the mixture was partitioned between water and methylene chloride. The organic layer was dried over anhydrous sodium sulfate and the solvent removed. The residue was recrystallized from methylene chloride to ...